This data is from the Open Reaction Database (ORD), a public repository of structured organic reaction records. The task is: describe an organic reaction: reactants, conditions, products, and yield Reactants: BrCc1ccccc1, CC(C)(C)[O-], [K+], Nc1ccc(O)cc1[N+](=O)[O-], CN(C)C=O. The product is Nc1ccc(OCc2ccccc2)cc1[N+](=O)[O-]. RXN SMILES: [Br:18][CH2:19][c:20]1[cH:21][cH:22][cH:23][cH:24][cH:25]1.[CH3:12][C:13]([CH3:14])([O-:15])[CH3:16].[K+:17].[NH2:1][c:2]1[c:3]([N+:9](=[O:10])[O-:11])[cH:4][c:5]([OH:8])[cH:6][cH:7]1.[O:26]=[CH:27][N:28]([CH3:29])[CH3:30]>>[NH2:1][c:2]1[c:3]([N+:9](=[O:10])[O-:11])[cH:4][c:5]([O:8][CH2:19][c:20]2[cH:21][cH:22][cH:23][cH:24][cH:25]2)[cH:6][cH:7]1. Starting materials: ClC1=NOC2=C1C=CC(=C2)OC (3-chloro-6-methoxy-1,2-benzisoxazole), CNCCN (N-methylethylenediamine). Reaction conditions: temperature 140 celsius. The product is COC1=CC2=C(C(=NO2)NCCNC)C=C1 (6-Methoxy-N-[2-(methylamino)ethyl)-1,2-benzisoxazol-3-amine). Reaction SMILES: Cl[C:2]1[C:6]2[CH:7]=[CH:8][C:9]([O:11][CH3:12])=[CH:10][C:5]=2[O:4][N:3]=1.[CH3:13][NH:14][CH2:15][CH2:16][NH2:17]>>[CH3:12][O:11][C:9]1[CH:8]=[CH:7][C:6]2[C:2]([NH:17][CH2:16][CH2:15][NH:14][CH3:13])=[N:3][O:4][C:5]=2[CH:10]=1. Procedure details: To a sealed tube was added 3-chloro-6-methoxy-1,2-benzisoxazole (2.0 g) and N-methylethylenediamine (4.8 g). The reaction was heated to 140° C. over 48 hours and then cooled to room temperature. The residue was partitioned between EtOAc and brine, washed with brine (4×) and the organic phase was dried over MgSO4 and concentrated in vacuo. Flash chromatography (silica gel) eluting with 5% acetone/CH2Cl2 provided a residue upon evaporation (0.4 g) m.p. 136-137° C. Reactants: C1CCOC1 (THF), N (ammonia), [BH4-].[Na+] (NaBH4), O=C(C=C(CC1=C(C=C(C(=C1)F)F)F)N)N1CC=2N(CC1)C(=NN2)C(F)(F)F (4-oxo-4-[3-(trifluoromethyl)-5,6-dihydro[1,2,4]triazol o[4,3-a]pyrazin-7(8H)-yl]-1-(2,4,5-trifluorophenyl)but-2-en-2-amine). Solvent: O (water), C(C)(=O)O (acetic acid). Conditions: temperature -7.5 celsius, time 2.5 hour. Yields the product O=C(CC(CC1=C(C=C(C(=C1)F)F)F)N)N1CC=2N(CC1)C(=NN2)C(F)(F)F (4-oxo-4-[3-(trifluoromethyl)-5,6-dihydro[1,2,4]triazolo[4,3-a]pyrazin-7(8H)-yl]-1-(2,4,5-trifluorophenyl)butan-2-amine). RXN SMILES: C1COCC1.[BH4-].[Na+].[O:8]=[C:9]([N:23]1[CH2:28][CH2:27][N:26]2[C:29]([C:32]([F:35])([F:34])[F:33])=[N:30][N:31]=[C:25]2[CH2:24]1)[CH:10]=[C:11]([NH2:22])[CH2:12][C:13]1[CH:18]=[C:17]([F:19])[C:16]([F:20])=[CH:15][C:14]=1[F:21].N>O.C(O)(=O)C>[O:8]=[C:9]([N:23]1[CH2:28][CH2:27][N:26]2[C:29]([C:32]([F:35])([F:34])[F:33])=[N:30][N:31]=[C:25]2[CH2:24]1)[CH2:10][CH:11]([NH2:22])[CH2:12][C:13]1[CH:18]=[C:17]([F:19])[C:16]([F:20])=[CH:15][C:14]=1[F:21] |f:1.2|. Procedure details: In a 250 mL round bottom flask dry THF (35 mL) was taken. It was cooled to −10 to −5° C. and NaBH4 (2.0 g) was added. After that acetic acid (33.7 mL) was added dropwise at −5 to 0° C. over a period of 15-30 min. 4-oxo-4-[3-(trifluoromethyl)-5,6-dihydro[1,2,4]triazol o[4,3-a]pyrazin-7(8H)-yl]-1-(2,4,5-trifluorophenyl)but-2-en-2-amine (5.0 g) was added into the reaction mixture, keeping the temperature between −2 to 0° C. It was stirred for 2-3 h at −5 to 0° C. Reaction mixture was poured into co... Reactants: COC(=O)C1CCC(c2cc(N(COCC[Si](C)(C)C)COCC[Si](C)(C)C)n3ncc(I)c3n2)CC1, CC1(C)OB(c2ccc(Cl)nc2)OC1(C)C, [K+], [K+], [K+], C1COCCO1, O=P([O-])([O-])[O-]. Yields the product COC(=O)C1CCC(c2cc(N(COCC[Si](C)(C)C)COCC[Si](C)(C)C)n3ncc(-c4ccc(Cl)nc4)c3n2)CC1. RXN SMILES: [CH3:25][O:26][C:27](=[O:28])[CH:29]1[CH2:30][CH2:31][CH:32]([c:35]2[n:36][c:37]3[n:38]([c:39]([N:41]([CH2:42][O:43][CH2:44][CH2:45][Si:46]([CH3:47])([CH3:48])[CH3:49])[CH2:50][O:51][CH2:52][CH2:53][Si:54]([CH3:55])([CH3:56])[CH3:57])[cH:40]2)[n:58][cH:59][c:60]3[I:61])[CH2:33][CH2:34]1.[Cl:1][c:2]1[n:3][cH:4][c:5]([B:8]2[O:9][C:10]([CH3:11])([CH3:12])[C:13]([CH3:14])([CH3:15])[O:16]2)[cH:6][cH:7]1.[K+:22].[K+:23].[K+:24].[O:62]1[CH2:63][CH2:64][O:65][CH2:66][CH2:67]1.[P:17]([O-:18])([O-:19])([O-:20])=[O:21]>>[Cl:1][c:2]1[n:3][cH:4][c:5](-[c:60]2[c:37]3[n:36][c:35]([CH:32]4[CH2:31][CH2:30][CH:29]([C:27]([O:26][CH3:25])=[O:28])[CH2:34][CH2:33]4)[cH:40][c:39]([N:41]([CH2:42][O:43][CH2:44][CH2:45][Si:46]([CH3:47])([CH3:48])[CH3:49])[CH2:50][O:51][CH2:52][CH2:53][Si:54]([CH3:55])([CH3:56])[CH3:57])[n:38]3[n:58][cH:59]2)[cH:6][cH:7]1.